This data is from the Open Reaction Database (ORD), a public repository of structured organic reaction records. The task is: describe an organic reaction: reactants, conditions, products, and yield The reactants are C(C)(=O)O[C@H]1[C@@H](O[C@@H]([C@H]([C@@H]1OC(C)=O)OC(C)=O)COC(C)=O)C1=CC(=C(C=C1)C)CC=1SC(=CC1)Br (1-(2,3,4,6-tetra-O-acetyl-β-D-glucopyranosyl)-3-(5-bromo-2-thienylmethyl)-4-methylbenzene), C(CCC)[Sn](C1=NC=CC=N1)(CCCC)CCCC (tri-n-butyl(2-pyrimidinyl)tin), ( 6 ). The product is [C@@H]1([C@H](O)[C@@H](O)[C@H](O)[C@H](O1)CO)C1=CC(=C(C=C1)C)CC=1SC(=CC1)C1=NC=CC=N1 (1-(β-D-glucopyranosyl)-4-methyl-3-(5-(2-pyrimidinyl)-2-thienylmethyl)benzene). RXN SMILES: C([O:4][C@@H:5]1[C@@H:10]([O:11]C(=O)C)[C@H:9]([O:15]C(=O)C)[C@@H:8]([CH2:19][O:20]C(=O)C)[O:7][C@H:6]1[C:24]1[CH:29]=[CH:28][C:27]([CH3:30])=[C:26]([CH2:31][C:32]2[S:33][C:34](Br)=[CH:35][CH:36]=2)[CH:25]=1)(=O)C.C([Sn](CCCC)(CCCC)[C:43]1[N:48]=[CH:47][CH:46]=[CH:45][N:44]=1)CCC>>[C@@H:6]1([C:24]2[CH:29]=[CH:28][C:27]([CH3:30])=[C:26]([CH2:31][C:32]3[S:33][C:34]([C:43]4[N:48]=[CH:47][CH:46]=[CH:45][N:44]=4)=[CH:35][CH:36]=3)[CH:25]=2)[O:7][C@H:8]([CH2:19][OH:20])[C@@H:9]([OH:15])[C@H:10]([OH:11])[C@H:5]1[OH:4]. Procedure: 1-(2,3,4,6-tetra-O-acetyl-β-D-glucopyranosyl)-3-(5-bromo-2-thienylmethyl)-4-methylbenzene obtained in Example 159-(1) and tri-n-butyl(2-pyrimidinyl)tin 54 were treated in a manner similar to Example 128-(5) and (6) to give the target compound. APCI-Mass m/Z 429 (M+H). The reactants are C(CC)C1=C(N)C=CC=C1 (2-propylaniline), Cl (hydrogen chloride). Solvent: C(C)OCC (ethyl ether). Yields the product hydrochloride salt, C(CC)C1=C(N)C=CC=C1 (2-propylaniline), Cl.C(CC)C1=C(N)C=CC=C1 (2-propylaniline hydrochloride). Reaction SMILES: [CH2:1]([C:4]1[CH:10]=[CH:9][CH:8]=[CH:7][C:5]=1[NH2:6])[CH2:2][CH3:3].[ClH:11]>C(OCC)C>[CH2:1]([C:4]1[CH:10]=[CH:9][CH:8]=[CH:7][C:5]=1[NH2:6])[CH2:2][CH3:3].[ClH:11].[CH2:1]([C:4]1[CH:10]=[CH:9][CH:8]=[CH:7][C:5]=1[NH2:6])[CH2:2][CH3:3] |f:4.5|. Reported procedure: The hydrochloride salt of 2-propylaniline was prepared by dissolution of a commercial sample of 2-propylaniline in ethyl ether and addition of an ethereal solution of hydrogen chloride until no further precipitate formed. This precipitate was collected by filtration, washed with ether, and dried briefly in vacuo to provide 2-propylaniline hydrochloride, which was used immediately according to the following procedure. A suspension of this material (34.33 g) was prepared in a prechilled solvent mi... Reaction SMILES: [Cl:1][C:2]1[CH:3]=[C:4]([C:9](=[CH2:30])[CH2:10][CH2:11][O:12][Si:13]([C:26]([CH3:29])([CH3:28])[CH3:27])([C:20]2[CH:25]=[CH:24][CH:23]=[CH:22][CH:21]=2)[C:14]2[CH:19]=[CH:18][CH:17]=[CH:16][CH:15]=2)[CH:5]=[CH:6][C:7]=1[Cl:8].[N+](=[C:33]([C:38]([O:40][CH3:41])=[O:39])[C:34]([O:36][CH3:37])=[O:35])=[N-].C([O-])(=O)C>C(Cl)Cl>[Cl:1][C:2]1[CH:3]=[C:4]([C:9]2([CH2:10][CH2:11][O:12][Si:13]([C:26]([CH3:27])([CH3:29])[CH3:28])([C:20]3[CH:25]=[CH:24][CH:23]=[CH:22][CH:21]=3)[C:14]3[CH:15]=[CH:16][CH:17]=[CH:18][CH:19]=3)[CH2:30][C:33]2([C:38]([O:40][CH3:41])=[O:39])[C:34]([O:36][CH3:37])=[O:35])[CH:5]=[CH:6][C:7]=1[Cl:8]. Yield: 82.3%. Starting materials: ClC=1C=C(C=CC1Cl)C(CCO[Si](C1=CC=CC=C1)(C1=CC=CC=C1)C(C)(C)C)=C ({[3-(3,4-dichlorophenyl)-3-buten-1-yl]oxy}(1,1-dimethylethyl)diphenylsilane), [N+](=[N-])=C(C(=O)OC)C(=O)OC (dimethyl diazopropanedioate), C(C)(=O)[O-] (acetate). Run in C(Cl)Cl (DCM). Run at temperature 100 celsius. Reported procedure: {[3-(3,4-Dichlorophenyl)-3-buten-1-yl]oxy}(1,1-dimethylethyl)diphenylsilane (P13, 2.25 g), dimethyl diazopropanedioate (1.2 g) (prepared in an analogous manner as reported in Synthetic Communications, 17(4), 1709-16, 1987) and rodhium (II) acetate dimer (0.060 g) were mixed together and heated at 100° C. for 40 min. After cooling, the residue was treated with DCM and the mixture was filtered. The filtrate was evaporated under reduced pressure and the crude product was purified by flash chromatog... The product is ClC=1C=C(C=CC1Cl)C1(C(C1)(C(=O)OC)C(=O)OC)CCO[Si](C1=CC=CC=C1)(C1=CC=CC=C1)C(C)(C)C (dimethyl 2-(3,4-dichlorophenyl)-2-(2-{[(1,1-di methylethyl)(diphenyl)silyl]oxy}ethyl)-1,1-cyclopropanedicarboxylate). Reactants: ClCc1cscn1, Cc1cc(Nc2ncnc3cccc(OCC(C)N(C)C(=O)CO)c23)ccc1O. Product: Cc1cc(Nc2ncnc3cccc(OCC(C)N(C)C(=O)CO)c23)ccc1OCc1cscn1. RXN SMILES: [Cl:1][CH2:2][c:3]1[n:4][cH:5][s:6][cH:7]1.[OH:8][CH2:9][C:10](=[O:11])[N:12]([CH3:13])[CH:14]([CH2:15][O:16][c:17]1[c:18]2[c:19]([NH:27][c:28]3[cH:29][c:30]([CH3:35])[c:31]([OH:34])[cH:32][cH:33]3)[n:20][cH:21][n:22][c:23]2[cH:24][cH:25][cH:26]1)[CH3:36]>>[CH2:2]([c:3]1[n:4][cH:5][s:6][cH:7]1)[O:34][c:31]1[c:30]([CH3:35])[cH:29][c:28]([NH:27][c:19]2[c:18]3[c:17]([O:16][CH2:15][CH:14]([N:12]([C:10]([CH2:9][OH:8])=[O:11])[CH3:13])[CH3:36])[cH:26][cH:25][cH:24][c:23]3[n:22][cH:21][n:20]2)[cH:33][cH:32]1. Conditions: time 2 hour. Starting materials: FC1=CC=C(C=C1)Br (4-fluorobromobenzene), [Mg] (magnesium), C(C)C(C=O)(CC)CC=1C=NC=CC1 (2-ethyl-2-(pyrid-3-ylmethyl)-butanal), [NH4+].[Cl-] (NH4Cl). Isolated yield 48.0%. The solvent is O1CCCC1 (tetrahydrofuran), O1CCCC1 (tetrahydrofuran). As a reaction SMILES: [F:1][C:2]1[CH:7]=[CH:6][C:5](Br)=[CH:4][CH:3]=1.[Mg].[CH2:10]([C:12]([CH2:17][C:18]1[CH:19]=[N:20][CH:21]=[CH:22][CH:23]=1)([CH2:15][CH3:16])[CH:13]=[O:14])[CH3:11].[NH4+].[Cl-]>O1CCCC1>[CH2:10]([C:12]([CH2:17][C:18]1[CH:19]=[N:20][CH:21]=[CH:22][CH:23]=1)([CH2:15][CH3:16])[CH:13]([C:5]1[CH:6]=[CH:7][C:2]([F:1])=[CH:3][CH:4]=1)[OH:14])[CH3:11] |f:3.4|. Product: C(C)C(C(O)C1=CC=C(C=C1)F)(CC)CC=1C=NC=CC1 (2-Ethyl-1-(4-fluorophenyl)-2-(pyrid-3-ylmethyl)-butan-1-ol). Reported procedure: 20.4 g (0.116 mol) of 4-fluorobromobenzene in 250 ml of tetrahydrofuran are added dropwise to 2.8 g of magnesium turnings (0.166 mol) and stirring is carried out for half an hour at RT. 11 g (0.058 mol) of 2-ethyl-2-(pyrid-3-ylmethyl)-butanal in 100 ml of tetrahydrofuran are then slowly added dropwise. After 2 hours, the mixture is poured onto ice water and brought to pH 8 with saturated NH4Cl solution. It is extracted with ether, the organic phase is washed with water and dried over Na2SO4 and ... The reactants are BrBr (bromine), [OH-].[K+] (KOH), CNC([O-])=O (methylcarbamate), BrC=1C(=CC(=C(C(=O)N)C1)OC)C (5-bromo-2-methoxy-4-methylbenzamide), C[O-].[Na+] (NaOMe). Solvent: CO (MeOH), CO (MeOH), O (H2O). Reaction conditions: temperature 5 celsius, time 30 minute. Yields the product BrC=1C(=CC(=C(N)C1)OC)C (5-bromo-2-methoxy-4-methylaniline). The yield is 90.0%. RXN SMILES: [Br:1][C:2]1[C:3]([CH3:13])=[CH:4][C:5]([O:11][CH3:12])=[C:6]([CH:10]=1)C(N)=O.C[O-].[Na+].BrBr.[OH-].[K+].C[NH:22]C(=O)[O-]>O.CO>[Br:1][C:2]1[C:3]([CH3:13])=[CH:4][C:5]([O:11][CH3:12])=[C:6]([CH:10]=1)[NH2:22] |f:1.2,4.5|. Procedure details: A 250 ml 3-neck RBF fitted with a magnetic stirring bar, a thermometer, a dropping funnel and a condenser was charged with 5-bromo-2-methoxy-4-methylbenzamide 12b (6 g, 24.6 mmol), anhydrous MeOH (40 mL) and 25% NaOMe solution in MeOH (21 mL, 98.4 mmol). This slurry was cooled to 5° C. and bromine (1.4 mL, 27.1 mmol) was added drop wise causing an exothermic reaction and the formation of a cloudy solution. The reaction mixture was stirred for 30 min at RT, and then heated to reflux for 1 hour. T... The reactants are N1C(CCC12CCCCC2)=O (1-Aza-spiro(4,5)decan-2-one), P(O)(O)O (phosphorous acid), NC1(CCCCC1)CCC(=O)O (3-(1-aminocyclohexyl)-propionic acid), Cl (hydrochloric acid), Cl (hydrochloric acid), Cl (hydrochloride), P(Cl)(Cl)Cl (phosphorus trichloride). Solvent: O (water). Reaction conditions: temperature 80 celsius, time 8 hour. Yields the product NC1(CCCCC1)CCC(P(O)(=O)O)(P(O)(=O)O)O (3-(1-Aminocyclohexyl)-1-hydroxypropane-1,1-diphosphonic acid). RXN SMILES: [NH:1]1[C:5]2([CH2:10][CH2:9][CH2:8][CH2:7][CH2:6]2)[CH2:4][CH2:3][C:2]1=[O:11].Cl.NC1(CCC(O)=O)CCCCC1.[P:25]([OH:28])([OH:27])[OH:26].P(Cl)(Cl)Cl>O>[NH2:1][C:5]1([CH2:4][CH2:3][C:2]([OH:11])([P:25]([OH:28])(=[O:26])[OH:27])[P:25]([OH:28])(=[O:27])[OH:26])[CH2:10][CH2:9][CH2:8][CH2:7][CH2:6]1. Procedure details: 19.1 g. 1-Aza-spiro(4,5)decan-2-one (prepared as described in J. Org. Chem., 22, 832) are boiled for 90 hours in 190 ml. concentrated hydrochloric acid. After cooling, the reaction mixture is filtered and evaporated and the residue is reprecipitated with methanol/diethyl ether. There are obtained 17.5 g. (68% of theory) of the hydrochloride of 3-(1-aminocyclohexyl)-propionic acid; m.p. 183° C. sinters; 188°-192° C. melts with decomposition. 7 g. thereof are mixed with 5.5 g. phosphorous acid and...